From a dataset of the Open Reaction Database (ORD), a public repository of structured organic reaction records. describe an organic reaction: reactants, conditions, products, and yield Starting materials: C(#N)C=1C(=NC=C(C1)CBr)SC1=CC=C(C=C1)[N+](=O)[O-] (3-cyano-2-(4-nitrophenylthio)-5-bromomethylpyridine), C(CCC)P(CCCC)CCCC (tri-(n-butyl)phosphine), CCOCC (ether). The solvent is O1CCCC1 (tetrahydrofuran). Yields the product [Br-].C(#N)C=1C(=NC=C(C1)C[P+](CCCC)(CCCC)CCCC)SC1=CC=C(C=C1)[N+](=O)[O-] ([3-cyano-2-(4-nitrophenylthio)pyridin-5-ylmethyl]-tri-(n-butyl)phosphonium bromide). RXN SMILES: [C:1]([C:3]1[C:4]([S:11][C:12]2[CH:17]=[CH:16][C:15]([N+:18]([O-:20])=[O:19])=[CH:14][CH:13]=2)=[N:5][CH:6]=[C:7]([CH2:9][Br:10])[CH:8]=1)#[N:2].[CH2:21]([P:25]([CH2:30][CH2:31][CH2:32][CH3:33])[CH2:26][CH2:27][CH2:28][CH3:29])[CH2:22][CH2:23][CH3:24].CCOCC>O1CCCC1>[Br-:10].[C:1]([C:3]1[C:4]([S:11][C:12]2[CH:17]=[CH:16][C:15]([N+:18]([O-:20])=[O:19])=[CH:14][CH:13]=2)=[N:5][CH:6]=[C:7]([CH2:9][P+:25]([CH2:26][CH2:27][CH2:28][CH3:29])([CH2:30][CH2:31][CH2:32][CH3:33])[CH2:21][CH2:22][CH2:23][CH3:24])[CH:8]=1)#[N:2] |f:4.5|. Reported procedure: Alternatively, 3-cyano-2-(4-nitrophenylthio)-5-bromomethylpyridine is allowed to react in tetrahydrofuran with tri-(n-butyl)phosphine for ten hours. Following the addition of ether, the solid which forms is collected by filtration and washed with 1:1 tetrahydrofuran:ether to yield [3-cyano-2-(4-nitrophenylthio)pyridin-5-ylmethyl]-tri-(n-butyl)phosphonium bromide as a white solid; mp 175°-176° C.; NMR CDCl3, 80 MHz) d 0.85-2.63(m, 27H), 4.76(d, 2H, J=15.4 Hz), 7.74(d, 2H, J=9.0 Hz), 8.26(d, 2H, J... The reactants are OC(CC(=O)OC)CC(C=CC=CC)=O (methyl 3-hydroxy-5-oxo-6,8-decadienoate), C(C)B(CC)CC (triethylborane), [BH4-].[Na+] (NaBH4), CO (methanol). Run in C1CCOC1 (THF). Reaction conditions: temperature -78 celsius, time 20 minute. The product is OC(CC(=O)OC)CC(C=CC=CC)O (Methyl 3,5-dihydroxy-6,8-decadienoate). Isolated yield 42.7%. RXN SMILES: [OH:1][CH:2]([CH2:8][C:9](=[O:15])[CH:10]=[CH:11][CH:12]=[CH:13][CH3:14])[CH2:3][C:4]([O:6][CH3:7])=[O:5].C(B(CC)CC)C.[BH4-].[Na+].CO>C1COCC1>[OH:1][CH:2]([CH2:8][CH:9]([OH:15])[CH:10]=[CH:11][CH:12]=[CH:13][CH3:14])[CH2:3][C:4]([O:6][CH3:7])=[O:5] |f:2.3|. Reported procedure: To a cold (-15°C.) solution of methyl 3-hydroxy-5-oxo-6,8-decadienoate (18.5 g, 86.9 mmol) in THF (300 mL) was added triethylborane (1M in THF, 113 mL, 113 mmol) and the solution was stirred for 20 minutes. After the mixture was cooled to -78° C., NaBH4 (6 g, 159 mmol) and methanol (37.5 mL) were added. The solution was vigorously stirred for 30 minutes at -78° C. and at ambient temperature for 3 hours. The solvent was removed under reduced pressure and the residue was partitioned between 1N HCl... Starting materials: NC1=C(C(NC(N1)=S)=O)CC1(OCCO1)CC (6-amino-5-(2-ethyl-1,3-dioxolan-2-ylmethyl)-2-thiouracil), C(C)O (ethanol), [OH-].[Na+] (sodium hydroxide), S(=O)(=O)(OC)[O-] (methyl sulfate). Solvent: O (water). Reaction conditions: time 6 hour. Product: CSC1=NC(=C(C(=N1)O)CC1(OCCO1)CC)N (2-(methylthio)-6-amino-5-(2-ethyl-1,3-dioxolan-2ylmethyl)-4-pyrimidinol). Yield: 67.0%. Reaction SMILES: [NH2:1][C:2]1[NH:7][C:6](=[S:8])[NH:5][C:4](=[O:9])[C:3]=1[CH2:10][C:11]1([CH2:16][CH3:17])[O:15][CH2:14][CH2:13][O:12]1.[CH2:18](O)C.[OH-].[Na+].S([O-])(OC)(=O)=O>O>[CH3:18][S:8][C:6]1[N:5]=[C:4]([OH:9])[C:3]([CH2:10][C:11]2([CH2:16][CH3:17])[O:12][CH2:13][CH2:14][O:15]2)=[C:2]([NH2:1])[N:7]=1 |f:2.3|. Procedure: To a slurry of 3.95 g (15.3 mmol) of 6-amino-5-(2-ethyl-1,3-dioxolan-2-ylmethyl)-2-thiouracil, 27 mL of ethanol, 3 mL of water and 3.06 mL of 5 M sodium hydroxide was added 1.93 g (15.3 mmol) of methyl sulfate. The reaction exothermed to 45° C. and became a solution. After stirring for 6 hours at ambient temperature, the precipitate was collected by filtration. The solids were washed with 15 mL of water and dried in vacuo (40° C., 10 torr) to yield 2.78 g (67%) of 2-(methylthio)-6-amino-5-(2-eth... Reactants: C(C)OC(C1=CN=C(C=C1)C#CC1=CC=C(C=C1)C(C)(C)C)=O (Ethyl-6-(4-tert-butylphenylethynyl)nicotinate), CC(CCCC1=CC=C(C=C1)C#C)C (4-(4-methylpentyl)-phenylethyne), CC(CCCC1=CC=C(C=C1)C#C)C (4-(4-methylpentyl)-phenylethyne). Yields the product C(C)OC(C1=CN=C(C=C1)C#CC1=CC=C(C=C1)CCCC(C)C)=O (Ethyl-6-[4-(4-methylpentyl)phenylethynyl]nicotinate). As a reaction SMILES: [CH2:1]([O:3][C:4](=[O:23])[C:5]1[CH:10]=[CH:9][C:8]([C:11]#[C:12][C:13]2[CH:18]=[CH:17][C:16]([C:19]([CH3:22])(C)C)=[CH:15][CH:14]=2)=[N:7][CH:6]=1)[CH3:2].[CH3:24][CH:25]([CH3:37])[CH2:26]CCC1C=CC(C#C)=CC=1>>[CH2:1]([O:3][C:4](=[O:23])[C:5]1[CH:10]=[CH:9][C:8]([C:11]#[C:12][C:13]2[CH:14]=[CH:15][C:16]([CH2:19][CH2:22][CH2:24][CH:25]([CH3:37])[CH3:26])=[CH:17][CH:18]=2)=[N:7][CH:6]=1)[CH3:2]. Procedure: Using the same general procedure as described for Compound 3, but using instead 4-(4-methylpentyl)phenylethyne (Compound 26), the title compound was synthesized as a yellow solid. PMR (CDCl3): & 0.91 (6H, d, J~6.6 Hz), 1.20-1.30 (1H, m)., 1.47 (3H, t, J~7.2 Hz), 1.51-1.72 (3H, m), 2.63 (2H, t, J~7.8 Hz), 4.45 (2H, q, J~7.2 Hz), 7.22 (2H, d, J~8.4 Hz), 7.53-7.64 (3H, m), 8.30 (1H, dd, J~8.1 Hz, 2.1 Hz), 9.23 (1H, d, J~2.1 Hz). Starting materials: ON=C(C(=CCC(=O)OC)C1=CC=C(C=C1)OC)C1=CC=C(C=C1)OC (methyl 5-hydroxyimino-4,5-bis(4-methoxyphenyl)-3-pentenoate), BrN1C(CCC1=O)=O (N-bromosuccinimide), C(C)(=O)OCC (ethyl acetate). Solvent: C1=CC=CC=C1 (benzene). Conditions: time 2 hour. Product: COC1=CC=C(C=C1)C1=NOC(=C1C1=CC=C(C=C1)OC)CC(=O)OC (methyl (3,4-bis(4-methoxyphenyl)-isoxazol-5-yl]acetate). As a reaction SMILES: [OH:1][N:2]=[C:3]([C:19]1[CH:24]=[CH:23][C:22]([O:25][CH3:26])=[CH:21][CH:20]=1)[C:4]([C:11]1[CH:16]=[CH:15][C:14]([O:17][CH3:18])=[CH:13][CH:12]=1)=[CH:5][CH2:6][C:7]([O:9][CH3:10])=[O:8].BrN1C(=O)CCC1=O.C(OCC)(=O)C>C1C=CC=CC=1>[CH3:26][O:25][C:22]1[CH:21]=[CH:20][C:19]([C:3]2[C:4]([C:11]3[CH:16]=[CH:15][C:14]([O:17][CH3:18])=[CH:13][CH:12]=3)=[C:5]([CH2:6][C:7]([O:9][CH3:10])=[O:8])[O:1][N:2]=2)=[CH:24][CH:23]=1. Reported procedure: In 50 g of benzene was dissolved 3.05 g of methyl 5-hydroxyimino-4,5-bis(4-methoxyphenyl-3-pentenoate obtained in Example 3. Thereto was added gradually 3.91 g of N-bromosuccinimide at room temperature and the mixture was stirred at the same temperature for 2 hours. After completion of the reaction, ethyl acetate was added to the reaction mixture for dilution, and the organic layer was washed with an aqueous solution of potassium carbonate and then with a saturated aqueous solution of sodium chl... The reactants are C(C)C=1C2=CC3=C(C(=C(N3)C=C3C(=C(C(C=C4C(=C(C(=CC(C1C)=N2)N4)CC)C)=N3)C)CCCBr)CCCBr)C (7,12-diethyl-3,8,13,17-tetramethyl-2,18-bis(3-bromopropyl)-21H,23H-porphin), N1=CC=CC=C1 (pyridine). Yields the product [Br-].[Br-].C(C)C=1C2=CC3=C(C(=C(N3)C=C3C(=C(C(C=C4C(=C(C(=CC(C1C)=N2)N4)CC)C)=N3)C)CCC[N+]3=CC=CC=C3)CCC[N+]3=CC=CC=C3)C (7,12-diethyl-3,8,13,17-tetramethyl-2,18-bis(3-pyridiniopropyl)-21H,23H-porphin dibromide). Yield: 81.1%. RXN SMILES: [CH2:1]([C:3]1[C:4]2[N:25]=[C:22]([C:23]=1[CH3:24])[CH:21]=[C:20]1[NH:26][C:17]([C:18]([CH3:29])=[C:19]1[CH2:27][CH3:28])=[CH:16][C:15]1=[N:30][C:12]([C:13]([CH2:32][CH2:33][CH2:34][Br:35])=[C:14]1[CH3:31])=[CH:11][C:9]1[NH:10][C:6](=[C:7]([CH3:40])[C:8]=1[CH2:36][CH2:37][CH2:38]Br)[CH:5]=2)[CH3:2].[N:41]1[CH:46]=[CH:45][CH:44]=[CH:43][CH:42]=1>>[Br-:35].[Br-:35].[CH2:1]([C:3]1[C:4]2[N:25]=[C:22]([C:23]=1[CH3:24])[CH:21]=[C:20]1[NH:26][C:17]([C:18]([CH3:29])=[C:19]1[CH2:27][CH3:28])=[CH:16][C:15]1=[N:30][C:12]([C:13]([CH2:32][CH2:33][CH2:34][N+:41]3[CH:46]=[CH:45][CH:44]=[CH:43][CH:42]=3)=[C:14]1[CH3:31])=[CH:11][C:9]1[NH:10][C:6](=[C:7]([CH3:40])[C:8]=1[CH2:36][CH2:37][CH2:38][N+:41]1[CH:46]=[CH:45][CH:44]=[CH:43][CH:42]=1)[CH:5]=2)[CH3:2] |f:2.3.4|. Procedure details: To 100 mg of 7,12-diethyl-3,8,13,17-tetramethyl-2,18-bis(3-bromopropyl)-21H,23H-porphin, 2 ml of pyridine is added, followed by refluxing for 5 hours. The precipitated crystals are recovered by filtration, washed with 3 ml of pyridine and dried, whereby 100 mg (yield 81.1%) of dark reddish brown desired compound is obtained. The reactants are FC1=C(OC=2N=CC(=NC2)C(=O)N)C=CC(=C1)C=O (5-(2-fluoro-4-formylphenoxy)pyrazine-2-carboxamide), [BH4-].[Na+] (NaBH4), ClC=1C=C(CCN)C=CC1Cl (3,4-dichlorophenethylamine), ( Å ). Run in CO (methanol). Conditions: time 8 hour. Yields the product ClC=1C=C(C=CC1Cl)CCNCC1=CC(=C(OC=2N=CC(=NC2)C(=O)N)C=C1)F (5-(4-{[2-(3,4-Dichlorophenyl)ethylamino]methyl}-2-fluorophenoxy)pyrazine-2-carboxamide). Yield: 44.0%. RXN SMILES: [F:1][C:2]1[CH:17]=[C:16]([CH:18]=O)[CH:15]=[CH:14][C:3]=1[O:4][C:5]1[N:6]=[CH:7][C:8]([C:11]([NH2:13])=[O:12])=[N:9][CH:10]=1.[Cl:20][C:21]1[CH:22]=[C:23]([CH:27]=[CH:28][C:29]=1[Cl:30])[CH2:24][CH2:25][NH2:26].[BH4-].[Na+]>CO>[Cl:20][C:21]1[CH:22]=[C:23]([CH2:24][CH2:25][NH:26][CH2:18][C:16]2[CH:15]=[CH:14][C:3]([O:4][C:5]3[N:6]=[CH:7][C:8]([C:11]([NH2:13])=[O:12])=[N:9][CH:10]=3)=[C:2]([F:1])[CH:17]=2)[CH:27]=[CH:28][C:29]=1[Cl:30] |f:2.3|. Reported procedure: Place 5-(2-fluoro-4-formylphenoxy)pyrazine-2-carboxamide (Example 737, Part E) (0.400 g, 1.53 mmol), 3,4-dichlorophenethylamine (0.320 g, 1.68 mmol) and 3 {acute over (Å)} molecular sieves in a vial. Add methanol (7.7 mL), cap and stir overnight. Add NaBH4 (0.058 g, 1.53 mmol) and stir until the gasses stop evolving. Load the reaction mixture directly onto a 25 g ISCO® pre-load column. Dry the column in a vacuum oven at room temperature. Purify by eluting through a 40 g ISCO® column with 0% to 1...